Dataset: the Open Reaction Database (ORD), a public repository of structured organic reaction records. Task: describe an organic reaction: reactants, conditions, products, and yield The reactants are [N+](=O)([O-])C1=CC=C2C(=NN(C2=C1)COCC[Si](C)(C)C)I (6-nitro-3-iodo-[2-(trimethyl-silanyl)-ethoxymethyl]-1H-indazole), B(O)O (boronic acid), O1CCOCC1 (1,4-dioxane), [OH-].[Na+] (NaOH). The reagents and catalysts are C=1C=CC(=CC1)[P](C=2C=CC=CC2)(C=3C=CC=CC3)[Pd]([P](C=4C=CC=CC4)(C=5C=CC=CC5)C=6C=CC=CC6)([P](C=7C=CC=CC7)(C=8C=CC=CC8)C=9C=CC=CC9)[P](C=1C=CC=CC1)(C=1C=CC=CC1)C=1C=CC=CC1 (Pd(PPh3)4). The solvent is CCOC(=O)C (EtOAc), O (water). Reaction conditions: temperature 90 celsius. Yields the product O1COC2=C1C=CC(=C2)C=CC2=NN(C1=CC(=CC=C21)[N+](=O)[O-])COCC[Si](C)(C)C (3-(2-benzo[1,3]dioxol-5-yl-vinyl)-6-nitro-1-[2-(trimethyl-silanyl)-ethoxymethyl]-1H-indazole). The yield is 94.0%. RXN SMILES: [N+:1]([C:4]1[CH:12]=[C:11]2[C:7]([C:8](I)=[N:9][N:10]2[CH2:13][O:14][CH2:15][CH2:16][Si:17]([CH3:20])([CH3:19])[CH3:18])=[CH:6][CH:5]=1)([O-:3])=[O:2].B(O)O.[O:25]1[CH2:30][CH2:29][O:28][CH2:27]C1.[OH-].[Na+]>CCOC(C)=O.O.C1C=CC([P]([Pd]([P](C2C=CC=CC=2)(C2C=CC=CC=2)C2C=CC=CC=2)([P](C2C=CC=CC=2)(C2C=CC=CC=2)C2C=CC=CC=2)[P](C2C=CC=CC=2)(C2C=CC=CC=2)C2C=CC=CC=2)(C2C=CC=CC=2)C2C=CC=CC=2)=CC=1>[O:25]1[C:30]2[CH:5]=[CH:6][C:7]([CH:11]=[CH:12][C:8]3[C:7]4[C:11](=[CH:12][C:4]([N+:1]([O-:3])=[O:2])=[CH:5][CH:6]=4)[N:10]([CH2:13][O:14][CH2:15][CH2:16][Si:17]([CH3:20])([CH3:19])[CH3:18])[N:9]=3)=[CH:8][C:29]=2[O:28][CH2:27]1 |f:3.4,^1:43,45,64,83|. Procedure details: To a mixture of 6-nitro-3-iodo-[2-(trimethyl-silanyl)-ethoxymethyl]-1H-indazole (4.2 g, 10 mmol), boronic acid (3.46 g, 15 mmol), and Pd(PPh3)4 (0.58 g, 0.5 mmol) at 23° C. under an atmosphere of argon was added 1,4-dioxane (38 mL) and 2N NaOH (aq) (12.5 mL, 25 mmol). The resulting mixture was heated to 90° C. After 2 h the reaction was diluted with EtOAc (100 mL) and water (70 mL), the phases were separated and the organic was extracted 2×100 mL EtOAc. The pooled organic phase was washed with b... Run in CO (methanol), O1CCOCC1 (dioxane). Procedure details: 0.4 g of palladium on carbon at 10% is added to a solution of 4 g (9.2 mmol) of methyl(S)-3-(4-benzyloxybenzenesulfonylamino)-2-morpholin-4-ylpropanoate (prepared as described in example 7.3) in 200 ml of methanol and 20 ml of dioxane degassed beforehand with nitrogen. The reaction mixture is stirred for one hour at ambient temperature under atmospheric hydrogen pressure. After filtration through celite and concentration of the filtrate under vacuum, the residue obtained is purified by chromatog... The reactants are C(C1=CC=CC=C1)OC1=CC=C(C=C1)S(=O)(=O)NC[C@@H](C(=O)OC)N1CCOCC1 (methyl(S)-3-(4-benzyloxybenzenesulfonylamino)-2-morpholin-4-ylpropanoate). As a reaction SMILES: C([O:8][C:9]1[CH:14]=[CH:13][C:12]([S:15]([NH:18][CH2:19][C@H:20]([N:25]2[CH2:30][CH2:29][O:28][CH2:27][CH2:26]2)[C:21]([O:23][CH3:24])=[O:22])(=[O:17])=[O:16])=[CH:11][CH:10]=1)C1C=CC=CC=1>[Pd].CO.O1CCOCC1>[OH:8][C:9]1[CH:10]=[CH:11][C:12]([S:15]([NH:18][CH2:19][C@H:20]([N:25]2[CH2:30][CH2:29][O:28][CH2:27][CH2:26]2)[C:21]([O:23][CH3:24])=[O:22])(=[O:17])=[O:16])=[CH:13][CH:14]=1. The product is OC1=CC=C(C=C1)S(=O)(=O)NC[C@@H](C(=O)OC)N1CCOCC1 (methyl(S)-3-(4-hydroxybenzenesulfonylamino)-2-morpholin-4-ylpropanoate). The reagents and catalysts are [Pd] (palladium on carbon). Isolated yield 82.1%. Reaction conditions: time 1 hour. Starting materials: O=C(Cl)c1ccccc1, CNc1ccccc1CCC(=O)O, CCOCC, Cl, [Na+], [OH-]. Yields the product CN(C(=O)c1ccccc1)c1ccccc1CCC(=O)O. Reaction SMILES: [C:15]([c:16]1[cH:17][cH:18][cH:19][cH:20][cH:21]1)(=[O:22])[Cl:23].[CH3:1][NH:2][c:3]1[c:4]([CH2:9][CH2:10][C:11](=[O:12])[OH:13])[cH:5][cH:6][cH:7][cH:8]1.[CH3:26][CH2:27][O:28][CH2:29][CH3:30].[ClH:14].[Na+:25].[OH-:24]>>[CH3:1][N:2]([c:3]1[c:4]([CH2:9][CH2:10][C:11](=[O:12])[OH:13])[cH:5][cH:6][cH:7][cH:8]1)[C:15]([c:16]1[cH:17][cH:18][cH:19][cH:20][cH:21]1)=[O:22]. Starting materials: CI (methyl iodide), P(OCC)(OCC)OCC (triethyl phosphite). Conditions: temperature -10 celsius. The product is CP(OCC)(OCC)=O (DIETHYL METHYLPHOSPHONATE). RXN SMILES: [CH3:1]I.[P:3]([O:10]CC)([O:7][CH2:8][CH3:9])[O:4][CH2:5][CH3:6]>>[CH3:1][P:3](=[O:10])([O:7][CH2:8][CH3:9])[O:4][CH2:5][CH3:6]. Procedure details: 188 g (1.32 mol) of methyl iodide are poured under nitrogen into a dry three-necked flask surmounted by an alcohol condenser (-10° C.), and then heated to the refluxing temperature. 168 g (1.02 mol) of triethyl phosphite are then added dropwise. The reaction is exothermic, and the temperature rises in the course of one hour to 73° C. The temperature of the mixture is maintained for one hour at between 70° and 75° C., and the solution is then cooled and concentrated in a rotary evaporator. The di... Starting materials: C1CCOC1, Cl, COc1cc(F)c(F)c(Nc2ccc(I)cc2F)c1NS(=O)(=O)C1(CC2COC(C)(C)O2)CC1. The product is COc1cc(F)c(F)c(Nc2ccc(I)cc2F)c1NS(=O)(=O)C1(CC(O)CO)CC1. Reaction SMILES: [CH2:35]1[O:36][CH2:37][CH2:38][CH2:39]1.[ClH:40].[F:1][c:2]1[c:3]([NH:26][c:27]2[c:28]([F:34])[cH:29][c:30]([I:33])[cH:31][cH:32]2)[c:4]([NH:11][S:12](=[O:13])(=[O:14])[C:15]2([CH2:18][CH:19]3[O:20][C:21]([CH3:24])([CH3:25])[O:22][CH2:23]3)[CH2:16][CH2:17]2)[c:5]([O:9][CH3:10])[cH:6][c:7]1[F:8]>>[F:1][c:2]1[c:3]([NH:26][c:27]2[c:28]([F:34])[cH:29][c:30]([I:33])[cH:31][cH:32]2)[c:4]([NH:11][S:12](=[O:13])(=[O:14])[C:15]2([CH2:18][CH:19]([OH:20])[CH2:23][OH:22])[CH2:16][CH2:17]2)[c:5]([O:9][CH3:10])[cH:6][c:7]1[F:8]. Reactants: [Br-], C1CCOC1, C[Mg+], CI, [K+], [K+], COc1cc(C(C)C)c(Oc2cnc(N)nc2N)cc1C(C)=O, O=C([O-])[O-]. Product: COc1cc(C(C)C)c(Oc2cnc(N)nc2N)cc1C(C)(C)O. Reaction SMILES: [Br-:1].[CH2:35]1[O:36][CH2:37][CH2:38][CH2:39]1.[CH3:2][Mg+:3].[I:33][CH3:34].[K+:27].[K+:28].[NH2:4][c:5]1[n:6][cH:7][c:8]([O:12][c:13]2[c:14]([CH:24]([CH3:25])[CH3:26])[cH:15][c:16]([O:22][CH3:23])[c:17]([C:19]([CH3:20])=[O:21])[cH:18]2)[c:9]([NH2:11])[n:10]1.[O-:29][C:30]([O-:31])=[O:32]>>[NH2:4][c:5]1[n:6][cH:7][c:8]([O:12][c:13]2[c:14]([CH:24]([CH3:25])[CH3:26])[cH:15][c:16]([O:22][CH3:23])[c:17]([C:19]([CH3:20])([OH:21])[CH3:30])[cH:18]2)[c:9]([NH2:11])[n:10]1.